From a dataset of the Open Reaction Database (ORD), a public repository of structured organic reaction records. describe an organic reaction: reactants, conditions, products, and yield Starting materials: NC1=CC(=C(C=C1)C1=CC(=NC(N1)=O)C=1C=C2C(=NNC2=CC1)C)C (6-(4-amino-2-methylphenyl)-4-(3-methyl-1H-indazol-5-yl)pyrimidin-2(1H)-one), C(=O)C1CCN(CC1)C(=O)OC(C)(C)C (tert-butyl 4-formylpiperidine-1-carboxylate), [BH-](OC(=O)C)(OC(=O)C)OC(=O)C.[Na+] (NaBH(OAc)3), C(C)(=O)O (acetic acid). The solvent is C(=O)(O)[O-].[Na+] (NaHCO3), ClC(C)Cl (dichloroethane). Run at time 2 hour. Yields the product CC=1C=C(C=CC1C=1NC(N=C(C1)C=1C=C2C(=NNC2=CC1)C)=O)NCC1CCN(CC1)C(=O)OC(C)(C)C (tert-butyl 4-((3-methyl-4-(6-(3-methyl-1H-indazol-5-yl)-2-oxo-2,3-dihydropyrimidin-4-yl)phenylamino)methyl)piperidine-1-carboxylate). As a reaction SMILES: [NH2:1][C:2]1[CH:7]=[CH:6][C:5]([C:8]2[NH:13][C:12](=[O:14])[N:11]=[C:10]([C:15]3[CH:16]=[C:17]4[C:21](=[CH:22][CH:23]=3)[NH:20][N:19]=[C:18]4[CH3:24])[CH:9]=2)=[C:4]([CH3:25])[CH:3]=1.[CH:26]([CH:28]1[CH2:33][CH2:32][N:31]([C:34]([O:36][C:37]([CH3:40])([CH3:39])[CH3:38])=[O:35])[CH2:30][CH2:29]1)=O.[BH-](OC(C)=O)(OC(C)=O)OC(C)=O.[Na+].C(O)(=O)C>ClC(Cl)C.C([O-])(O)=O.[Na+]>[CH3:25][C:4]1[CH:3]=[C:2]([NH:1][CH2:26][CH:28]2[CH2:33][CH2:32][N:31]([C:34]([O:36][C:37]([CH3:38])([CH3:40])[CH3:39])=[O:35])[CH2:30][CH2:29]2)[CH:7]=[CH:6][C:5]=1[C:8]1[NH:13][C:12](=[O:14])[N:11]=[C:10]([C:15]2[CH:16]=[C:17]3[C:21](=[CH:22][CH:23]=2)[NH:20][N:19]=[C:18]3[CH3:24])[CH:9]=1 |f:2.3,6.7|. Procedure details: To a solution of 6-(4-amino-2-methylphenyl)-4-(3-methyl-1H-indazol-5-yl)pyrimidin-2(1H)-one (25 mg, 0.06 mmol) in 6 mL dichloroethane were added tert-butyl 4-formylpiperidine-1-carboxylate (76.6 g, 0.36 mmol), NaBH(OAc)3 (76 mg, 0.36 mmol), and 500 μL acetic acid. The reaction mixture was stirred at room temperature for 2 hours and diluted with saturated aqueous NaHCO3 (15 mL) and then extracted with ethyl acetate (3×50 mL). The combined organic phases were washed with brine, dried over Na2SO4 a... The reactants are C(C=C)OC(=O)N1[C@@H](C[C@H](C1)OS(=O)(=O)C)CC=1C=NC=NC1 ((2R,4R)-1-allyloxycarbonyl-4-methanesulfonyloxy-2-(pyrimidin-5-ylmethyl) pyrrolidine), CC(C)([O-])C.[K+] (potassium tert-butoxide), [OH-].[Na+] (sodium hydroxide), C(C)(=S)O (thioacetic acid), ice water. The solvent is CN(C=O)C (N,N-dimethylformamide), C1(=CC=CC=C1)C (toluene), CN(C=O)C (N,N-dimethylformamide), C(C)(=O)OCC (ethyl acetate). Reaction conditions: time 30 minute. The product is C(C)(=O)S[C@H]1C[C@H](N(C1)C(=O)OCC=C)CC=1C=NC=NC1 ((2R,4S)-4-acetylthio-1-allyloxycarbonyl-2-(pyrimidin-5-ylmethyl) pyrrolidine). The yield is 72.9%. RXN SMILES: CC(C)([O-])C.[K+].[C:7]([OH:10])(=[S:9])[CH3:8].[CH2:11]([O:14][C:15]([N:17]1[CH2:21][C@H:20](OS(C)(=O)=O)[CH2:19][C@H:18]1[CH2:27][C:28]1[CH:29]=[N:30][CH:31]=[N:32][CH:33]=1)=[O:16])[CH:12]=[CH2:13].[OH-].[Na+]>CN(C)C=O.C1(C)C=CC=CC=1.C(OCC)(=O)C>[C:7]([S:9][C@@H:20]1[CH2:21][N:17]([C:15]([O:14][CH2:11][CH:12]=[CH2:13])=[O:16])[C@H:18]([CH2:27][C:28]2[CH:29]=[N:30][CH:31]=[N:32][CH:33]=2)[CH2:19]1)(=[O:10])[CH3:8] |f:0.1,4.5|. Procedure: Under nitrogen atmosphere to a solution of potassium tert-butoxide (17.0 g) in N,N-dimethylformamide (77 ml) was slowly dropped thioacetic acid (12.1 g) at 0° to 10° C., and then the solution was stirred for 30 minutes at the same temperature. This solution was added to a solution of (2R,4R)-1-allyloxycarbonyl-4-methanesulfonyloxy-2-(pyrimidin-5-ylmethyl) pyrrolidine (25.8 g) in N,N-dimethylformamide (154 ml) at 15° to 25° C. under nitrogen atmosphere, and the reaction mixture was stirred for 2 ... The reactants are FC(C1=CC=C(C=O)C=C1)(F)F (4-trifluoromethylbenzaldehyde), C(C)OP(=O)(OCC)CC(=O)OCC (ethyl diethylphosphonoacetate), [H][H] (hydrogen), [H-].[Na+] (sodium hydride). The solvent is C(OC)COC (dimethoxyethane), O (water), C(OC)COC (dimethoxyethane), C(OC)COC (Dimethoxyethane). Reaction conditions: temperature 10 celsius, time 30 minute. Product: C(C)OC(CCC1=CC=C(C=C1)C(F)(F)F)=O (3-(4-trifluoromethylphenyl)propionic acid ethylester). Isolated yield 57.3%. Reaction SMILES: [H-].[Na+].C(OP([CH2:11][C:12]([O:14][CH2:15][CH3:16])=[O:13])(OCC)=O)C.[H][H].[F:19][C:20]([F:30])([F:29])[C:21]1[CH:28]=[CH:27][C:24]([CH:25]=O)=[CH:23][CH:22]=1>C(COC)OC.O>[CH2:15]([O:14][C:12](=[O:13])[CH2:11][CH2:25][C:24]1[CH:23]=[CH:22][C:21]([C:20]([F:19])([F:29])[F:30])=[CH:28][CH:27]=1)[CH3:16] |f:0.1|. Procedure details: Dimethoxyethane 700 ml was added to 60% sodium hydride 24.8 g (620 mmol), the mixture was stirred at room temperature while a solution of ethyl diethylphosphonoacetate 139 g (620 mmol) in dimethoxyethane (100 ml) was added dropwise. After the generation of hydrogen gas was stopped, the solution was cooled to 10° C., and a solution of 4-trifluoromethylbenzaldehyde 100 g (574 mmol) in dimethoxyethane (100 ml) was added dropwise keeping the liquid temperature below 25° C. After addition, the mixtur... The reactants are C(CCC)[Li] (n-butyl lithium), C(C)(C)NC(C)C (diisopropylamine), C(C)#N (acetonitrile), NC=1C2=C(N=CN1)N(C=C2C2=CC=C(C=C2)OC2=CC=CC=C2)C2CCC(CC2)=O (4-[4-amino-5-(4-phenoxyphenyl)-7H-pyrrolo[2,3-d]pyrimidin-7-yl]-1-cyclohexanone). The solvent is hexanes, O1CCCC1 (tetrahydrofuran), O1CCCC1 (tetrahydrofuran), CN(P(=O)(N(C)C)N(C)C)C (hexamethylphosphoramide). Reaction conditions: temperature 0 celsius, time 20 minute. The product is NC=1C2=C(N=CN1)N(C=C2C2=CC=C(C=C2)OC2=CC=CC=C2)C2CCC(CC2)(O)CC#N (4-[4-amino-5-(4-phenoxyphenyl)-7H-pyrrolo[2,3-d]pyrimidin-7-yl]-1-hydroxycyclohexylmethyl cyanide). Isolated yield 15200.0%. Reaction SMILES: [CH:1]([NH:4]C(C)C)(C)[CH3:2].C([Li])CCC.C(#N)C.[NH2:16][C:17]1[C:18]2[C:25]([C:26]3[CH:31]=[CH:30][C:29]([O:32][C:33]4[CH:38]=[CH:37][CH:36]=[CH:35][CH:34]=4)=[CH:28][CH:27]=3)=[CH:24][N:23]([CH:39]3[CH2:44][CH2:43][C:42](=[O:45])[CH2:41][CH2:40]3)[C:19]=2[N:20]=[CH:21][N:22]=1>O1CCCC1.CN(C)P(N(C)C)(N(C)C)=O>[NH2:16][C:17]1[C:18]2[C:25]([C:26]3[CH:27]=[CH:28][C:29]([O:32][C:33]4[CH:38]=[CH:37][CH:36]=[CH:35][CH:34]=4)=[CH:30][CH:31]=3)=[CH:24][N:23]([CH:39]3[CH2:40][CH2:41][C:42]([CH2:2][C:1]#[N:4])([OH:45])[CH2:43][CH2:44]3)[C:19]=2[N:20]=[CH:21][N:22]=1. Procedure details: A solution of diisopropylamine (0.649 g, 0.0050 mol) in tetrahydrofuran (10 mL) was cooled to 0° C. A solution of 1.6 M n-butyl lithium (3.14 mL, 0.0050 mol) in hexanes was added dropwise, keeping the temperature less than 5° C. After the addition was complete, the mixture was stirred for 20 minutes at 0° C. The mixture was cooled to −78° C., and dry acetonitrile (0.175 g, 0.0043 mol) was added, keeping the temperature less than −70° C. After the addition was complete, the mixture was stirred fo... The reactants are FC1=C(OC(C)C2=CC=C(C(=O)OC)C=C2)C=CC=C1 (methyl 4-(1-(2-fluorophenoxy)ethyl)benzoate), O.[OH-].[Li+] (lithium hydroxide monohydrate), O1CCCC1 (tetrahydrofuran), Cl (hydrochloric acid). Run in O (water), CO (methanol). Reaction conditions: temperature 20 celsius, time 4 hour. The product is FC1=C(OC(C)C2=CC=C(C(=O)O)C=C2)C=CC=C1 (4-(1-(2-fluorophenoxy)ethyl)benzoic acid). Isolated yield 74.4%. Reaction SMILES: [F:1][C:2]1[CH:20]=[CH:19][CH:18]=[CH:17][C:3]=1[O:4][CH:5]([C:7]1[CH:16]=[CH:15][C:10]([C:11]([O:13]C)=[O:12])=[CH:9][CH:8]=1)[CH3:6].O.[OH-].[Li+].O1CCCC1.Cl>O.CO>[F:1][C:2]1[CH:20]=[CH:19][CH:18]=[CH:17][C:3]=1[O:4][CH:5]([C:7]1[CH:16]=[CH:15][C:10]([C:11]([OH:13])=[O:12])=[CH:9][CH:8]=1)[CH3:6] |f:1.2.3|. Procedure details: A mixture of methyl 4-(1-(2-fluorophenoxy)ethyl)benzoate (0.45 g, 1.6 mmol), lithium hydroxide monohydrate (0.57 g, 13.6 mmol), tetrahydrofuran (15 mL), methanol (5 mL) and water (5 mL) was stirred at 20° C. for 4 hours. The mixture was turned to pH=1 with concentrated hydrochloric acid and then extracted with ethyl acetate (15 mL×3). The combined organic phase was dried by sodium sulfate, and then filtered. The filtrate was concentrated in vacuo to give 4-(1-(2-fluorophenoxy)ethyl)benzoic acid ... Reactants: C(C(C)C)N1N=CC(=C1)B1OC(C(O1)(C)C)(C)C (1-isobutyl-4-(4,4,5,5-tetramethyl-1,3,2-dioxaborolan-2-yl)-1H-pyrazole), BrC1=CC=C(O1)C(=O)NCC1=CC=2N(C=C1)C=CN2 (5-bromo-N-(imidazo[1,2-a]pyridin-7-ylmethyl)furan-2-carboxamide), BrC1=CC=C(N)C=C1 (4-bromoaniline). Yields the product C(C1=CC=CC=C1)N1N=CC(=C1)C1=CC=C(O1)C(=O)NCC1=CC=2N(C=C1)C=CN2 (5-(1-benzyl-1H-pyrazol-4-yl)-N-(imidazo[1,2-a]pyridin-7-ylmethyl)furan-2-carboxamide). Reaction SMILES: [CH2:1]([N:5]1[CH:9]=[C:8](B2OC(C)(C)C(C)(C)O2)[CH:7]=[N:6]1)[CH:2]([CH3:4])[CH3:3].Br[C:20]1[O:24][C:23]([C:25]([NH:27][CH2:28][C:29]2[CH:34]=[CH:33][N:32]3[CH:35]=[CH:36][N:37]=[C:31]3[CH:30]=2)=[O:26])=[CH:22][CH:21]=1.Br[C:39]1[CH:45]=CC(N)=C[CH:40]=1>>[CH2:1]([N:5]1[CH:9]=[C:8]([C:20]2[O:24][C:23]([C:25]([NH:27][CH2:28][C:29]3[CH:34]=[CH:33][N:32]4[CH:35]=[CH:36][N:37]=[C:31]4[CH:30]=3)=[O:26])=[CH:22][CH:21]=2)[CH:7]=[N:6]1)[C:2]1[CH:3]=[CH:45][CH:39]=[CH:40][CH:4]=1. Reported procedure: The title compound was prepared as described in Example 51A, substituting 1-benzyl-4-(4,4,5,5-tetramethyl-1,3,2-dioxaborolan-2-yl)-1H-pyrazole for 1-isobutyl-4-(4,4,5,5-tetramethyl-1,3,2-dioxaborolan-2-yl)-1H-pyrazole and 5-bromo-N-(imidazo[1,2-a]pyridin-7-ylmethyl)furan-2-carboxamide for 4-bromoaniline. 1H NMR (400 MHz, DMSO-d6) δ ppm 8.92 (t, J=6.1 Hz, 1H), 8.49 (dd, J=6.9, 0.9 Hz, 1H), 8.27 (d, J=0.7 Hz, 1H), 7.93 (d, J=0.7 Hz, 1H), 7.89 (t, J=0.9 Hz, 1H), 7.52 (d, J=1.2 Hz, 1H), 7.41-7.23 (m... Reactants: three, NC1=C(C=CC=C1)NCN1C(CC(C1)CCC)=O ((2-aminophenyl){(2-oxo-4-propyl-pyrrolidin-1-yl)methyl}amine), C(CC)=O (propionaldehyde), C(C)(=O)O (acetic acid). Solvent: O1CCOCC1 (dioxane). Product: C(CC)C1=NC2=C(N1CN1C(CC(C1)CCC)=O)C=CC=C2 (1-[(2-propyl-benzimidazol-1-yl)methyl]-4-propylpyrrolidin-2-one). The yield is 33.0%. Reaction SMILES: [NH2:1][C:2]1[CH:7]=[CH:6][CH:5]=[CH:4][C:3]=1[NH:8][CH2:9][N:10]1[CH2:14][CH:13]([CH2:15][CH2:16][CH3:17])[CH2:12][C:11]1=[O:18].[CH:19](=O)[CH2:20][CH3:21].[C:23](O)(=O)C>O1CCOCC1>[CH2:20]([C:21]1[N:8]([CH2:9][N:10]2[CH2:14][CH:13]([CH2:15][CH2:16][CH3:17])[CH2:12][C:11]2=[O:18])[C:3]2[CH:4]=[CH:5][CH:6]=[CH:7][C:2]=2[N:1]=1)[CH2:19][CH3:23]. Reported procedure: In a 50 ml three necked flask fitted with a magnetic stirrer, under inert atmosphere, a solution of (2-aminophenyl){(2-oxo-4-propyl-pyrrolidin-1-yl)methyl}amine a29 (1 eq, 0.69 mmol, 170 mg), propionaldehyde (1.4 eq, 0.966 mmol, 56 mg, 71 μl), acetic acid (0.3 ml) and dioxane (4 ml) was heated at 65° C. during 40 h. After cooling to room temperature, the solvent was removed under vacuum and the crude product was purified by preparative thin layer chromatography (CH2Cl2/MeOH/NH4OH: 96/3.6/0.4) to...